Dataset: the Open Reaction Database (ORD), a public repository of structured organic reaction records. Task: describe an organic reaction: reactants, conditions, products, and yield The reactants are CN1CCN(CC1)C=1C=CC(=C(C1)N)OC(F)(F)F (5-(4-methyl-piperazin-1-yl)-2-trifluoromethoxy-phenylamine), C(C)(C)(C)OC(=O)N1C(C2=C(CC1)N(C(=C2)C2=NC(=NC=C2)I)CC(F)(F)F)=O (2-(2-iodo-pyrimidin-4-yl)-4-oxo-1-(2,2,2-trifluoro-ethyl)-1,4,6,7-tetrahydro-pyrrolo[3,2-c]pyridine-5-carboxylic acid tert-butyl ester), C([O-])([O-])=O.[K+].[K+] (potassium carbonate), (±)-BINAP. Reagents/catalysts: C(C)(=O)[O-].[Pd+2].C(C)(=O)[O-] (Palladium acetate). Run in CN(C=O)C (dimethylformamide), CN(C=O)C (dimethylformamide). Run at time 30 minute. Yields the product C(C)(C)(C)OC(=O)N1C(C2=C(CC1)N(C(=C2)C2=NC(=NC=C2)NC2=C(C=CC(=C2)N2CCN(CC2)C)OC(F)(F)F)CC(F)(F)F)=O (2-{2-[5-(4-methyl-piperazin-1-yl)-2-trifluoromethoxy-phenylamino]-pyrimidin-4-yl}-4-oxo-1-(2,2,2-trifluoro-ethyl)-1,4,6,7-tetrahydro-pyrrolo[3,2-c]pyridine-5-carboxylic acid tert-butyl ester). Isolated yield 24.9%. RXN SMILES: [CH3:1][N:2]1[CH2:7][CH2:6][N:5]([C:8]2[CH:9]=[CH:10][C:11]([O:15][C:16]([F:19])([F:18])[F:17])=[C:12]([NH2:14])[CH:13]=2)[CH2:4][CH2:3]1.[C:20]([O:24][C:25]([N:27]1[CH2:32][CH2:31][C:30]2[N:33]([CH2:43][C:44]([F:47])([F:46])[F:45])[C:34]([C:36]3[CH:41]=[CH:40][N:39]=[C:38](I)[N:37]=3)=[CH:35][C:29]=2[C:28]1=[O:48])=[O:26])([CH3:23])([CH3:22])[CH3:21].C(=O)([O-])[O-].[K+].[K+]>CN(C)C=O.C([O-])(=O)C.[Pd+2].C([O-])(=O)C>[C:20]([O:24][C:25]([N:27]1[CH2:32][CH2:31][C:30]2[N:33]([CH2:43][C:44]([F:46])([F:45])[F:47])[C:34]([C:36]3[CH:41]=[CH:40][N:39]=[C:38]([NH:14][C:12]4[CH:13]=[C:8]([N:5]5[CH2:6][CH2:7][N:2]([CH3:1])[CH2:3][CH2:4]5)[CH:9]=[CH:10][C:11]=4[O:15][C:16]([F:19])([F:17])[F:18])[N:37]=3)=[CH:35][C:29]=2[C:28]1=[O:48])=[O:26])([CH3:23])([CH3:21])[CH3:22] |f:2.3.4,6.7.8|. Procedure: Palladium acetate [Pd(OAc)2] (4 mg, 0.015 mmol), (±)-BINAP (9 mg, 0.015 mmol) and dimethylformamide (1 mL) were charged to a round-bottom flask flushed with argon. The flask was evacuated and backfilled with argon. The mixture was stirred under argon for 30 minutes and added to a mixture of 5-(4-methyl-piperazin-1-yl)-2-trifluoromethoxy-phenylamine (50 mg, 0.18 mmol), 2-(2-iodo-pyrimidin-4-yl)-4-oxo-1-(2,2,2-trifluoro-ethyl)-1,4,6,7-tetrahydro-pyrrolo[3,2-c]pyridine-5-carboxylic acid tert-butyl ...